From a dataset of the Open Reaction Database (ORD), a public repository of structured organic reaction records. describe an organic reaction: reactants, conditions, products, and yield Reactants: SC(C(=O)O)CC(=O)O (Mercaptosuccinic acid), C(CO)C(C(C(C(C(C(F)(F)F)(F)F)(F)F)(F)F)(F)F)(F)F (1H,1H,2H,2H-perfluorooctan-1-ol). The reagents and catalysts are O.C1(=CC=C(C=C1)S(=O)(=O)O)C (p-Toluene sulfonic acid hydrate). The solvent is C1(=CC=CC=C1)C (toluene). Product: FC(CCOC(C(CC(=O)OCCC(C(C(C(C(C(F)(F)F)(F)F)(F)F)(F)F)(F)F)(F)F)S)=O)(C(C(C(C(C(F)(F)F)(F)F)(F)F)(F)F)(F)F)F (2-mercaptosuccinic acid bis-(3,3,4,4,5,5,6,6,7,7,8,8,8-tridecafluorooctyl) ester). Yield: 94.7%. RXN SMILES: [SH:1][CH:2]([CH2:6][C:7]([OH:9])=[O:8])[C:3]([OH:5])=[O:4].[CH2:10]([C:13]([F:31])([F:30])[C:14]([F:29])([F:28])[C:15]([F:27])([F:26])[C:16]([F:25])([F:24])[C:17]([F:23])([F:22])[C:18]([F:21])([F:20])[F:19])[CH2:11]O>C1(C)C=CC=CC=1.O.C1(C)C=CC(S(O)(=O)=O)=CC=1>[F:30][C:13]([F:31])([C:14]([F:29])([F:28])[C:15]([F:27])([F:26])[C:16]([F:25])([F:24])[C:17]([F:23])([F:22])[C:18]([F:21])([F:20])[F:19])[CH2:10][CH2:11][O:4][C:3](=[O:5])[CH:2]([SH:1])[CH2:6][C:7]([O:9][CH2:11][CH2:10][C:13]([F:30])([F:31])[C:14]([F:28])([F:29])[C:15]([F:26])([F:27])[C:16]([F:24])([F:25])[C:17]([F:23])([F:22])[C:18]([F:21])([F:20])[F:19])=[O:8] |f:3.4|. Procedure: Mercaptosuccinic acid (Aldrich) (12.5 g, 0.083 mole) and 1H,1H,2H,2H-perfluorooctan-1-ol (Fluorochem Ltd.) (60.6 g, 0.166 mole) were suspended in toluene (400 ml). p-Toluene sulfonic acid hydrate (Aldrich) (0.36 g) was added and the mixture refluxed under argon atmosphere for 72 hours in a flask equipped with a Dean & Stark reflux condenser. The solution was allowed to cool and the toluene was removed by evaporation under reduced pressure. The resulting oil was redissolved in ethyl acetate (1000... The reactants are O=[N+]([O-])c1cc(Br)ccc1O, O=C([O-])[O-], CCI, CCC(C)=O, [K+], [K+]. Product: CCOc1ccc(Br)cc1[N+](=O)[O-]. Reaction SMILES: [Br:1][c:2]1[cH:3][c:4]([N+:9](=[O:10])[O-:11])[c:5]([OH:8])[cH:6][cH:7]1.[C:12](=[O:13])([O-:14])[O-:15].[CH2:18]([CH3:19])[I:20].[CH3:21][C:22](=[O:23])[CH2:24][CH3:25].[K+:16].[K+:17]>>[Br:1][c:2]1[cH:3][c:4]([N+:9](=[O:10])[O-:11])[c:5]([O:8][CH2:18][CH3:19])[cH:6][cH:7]1. Reactants: O[C@H]1[C@H]([C@H](O[C@H]1O)CCC1=CC=C(C=C1)C=1C=NC(=CC1)OC)CCN1C(C2=CC=CC=C2C1=O)=O (2-{2-[(2R,3R,4S,5R)-4,5-dihydroxy-2-{2-[4-(6-methoxypyridin-3-yl)phenyl]ethyl}tetrahydrofuran-3-yl]ethyl}-1H-isoindole-1,3(2H)-dione), I(=O)(=O)(=O)[O-].[Na+] (sodium metaperiodate). Run in CO (methanol). Reaction conditions: time 2 hour. The product is C(=O)O[C@@H]([C@H](CCN1C(C2=CC=CC=C2C1=O)=O)C=O)CCC1=CC=C(C=C1)C=1C=NC(=CC1)OC ((1R,2S)-4-(1,3-dioxo-1,3-dihydro-2H-isoindol-2-yl)-2-formyl-1-{2-[4-(6-methoxypyridin-3-yl)phenyl]ethyl}butyl formate). As a reaction SMILES: [OH:1][C@@H:2]1[C@H:6]([OH:7])[O:5][C@H:4]([CH2:8][CH2:9][C:10]2[CH:15]=[CH:14][C:13]([C:16]3[CH:17]=[N:18][C:19]([O:22][CH3:23])=[CH:20][CH:21]=3)=[CH:12][CH:11]=2)[C@@H:3]1[CH2:24][CH2:25][N:26]1[C:34](=[O:35])[C:33]2[C:28](=[CH:29][CH:30]=[CH:31][CH:32]=2)[C:27]1=[O:36].I([O-])(=O)(=O)=O.[Na+]>CO>[CH:6]([O:5][C@H:4]([CH2:8][CH2:9][C:10]1[CH:11]=[CH:12][C:13]([C:16]2[CH:17]=[N:18][C:19]([O:22][CH3:23])=[CH:20][CH:21]=2)=[CH:14][CH:15]=1)[C@@H:3]([CH:2]=[O:1])[CH2:24][CH2:25][N:26]1[C:34](=[O:35])[C:33]2[C:28](=[CH:29][CH:30]=[CH:31][CH:32]=2)[C:27]1=[O:36])=[O:7] |f:1.2|. Procedure details: To a solution of the compound obtained from step g above (0.56 g) in methanol (4 mL) at 0° C., a solution of sodium metaperiodate (0.736 g in 1 mL of water) was added. The reaction mixture was stirred for 2 hours at the same temperature. After stirring the reaction mixture for an additional 1 hour at room temperature, the reaction mixture was evaporated on a rotary evaporator. The residue was taken into water and extracted with ethyl acetate. The organic layer was washed with water and brine sol...